Dataset: the Open Reaction Database (ORD), a public repository of structured organic reaction records. Task: describe an organic reaction: reactants, conditions, products, and yield Reactants: BrC=1C=C(C=CC1OCCCNC1=NC=CC=C1)CC(CC(=O)O)(C)C (4-{3-bromo-4-[3-(pyridin-2-ylamino)propoxy]phenyl}-3,3-dimethylbutanoic Acid), CN(C)C=O (DMF), O (water). Reagents/catalysts: [Pd].[Pd].C(C1=CC=CC=C1)=CC(=O)C=CC1=CC=CC=C1.C(C1=CC=CC=C1)=CC(=O)C=CC1=CC=CC=C1.C(C1=CC=CC=C1)=CC(=O)C=CC1=CC=CC=C1 (tris(dibenzylideneacetone) dipalladium(0)), C1(=CC=CC=C1)P(C1=CC=CC=C1)[C-]1C=CC=C1.[C-]1(C=CC=C1)P(C1=CC=CC=C1)C1=CC=CC=C1.[Fe+2] (bis(diphenylphosphino)ferrocene). Yields the product C(#N)C=1C=C(C=CC1OCCCNC1=NC=CC=C1)CC(CC(=O)O)(C)C (4-{3-cyano-4-[3-(pyridin-2-ylamino)propoxy]phenyl}-3,3-dimethylbutanoic Acid). RXN SMILES: Br[C:2]1[CH:3]=[C:4]([CH2:19][C:20]([CH3:26])([CH3:25])[CH2:21][C:22]([OH:24])=[O:23])[CH:5]=[CH:6][C:7]=1[O:8][CH2:9][CH2:10][CH2:11][NH:12][C:13]1[CH:18]=[CH:17][CH:16]=[CH:15][N:14]=1.O.[CH3:28][N:29](C=O)C>[Pd].[Pd].C(=CC(C=CC1C=CC=CC=1)=O)C1C=CC=CC=1.C(=CC(C=CC1C=CC=CC=1)=O)C1C=CC=CC=1.C(=CC(C=CC1C=CC=CC=1)=O)C1C=CC=CC=1.C1(P([C-]2C=CC=C2)C2C=CC=CC=2)C=CC=CC=1.[C-]1(P(C2C=CC=CC=2)C2C=CC=CC=2)C=CC=C1.[Fe+2]>[C:28]([C:2]1[CH:3]=[C:4]([CH2:19][C:20]([CH3:26])([CH3:25])[CH2:21][C:22]([OH:24])=[O:23])[CH:5]=[CH:6][C:7]=1[O:8][CH2:9][CH2:10][CH2:11][NH:12][C:13]1[CH:18]=[CH:17][CH:16]=[CH:15][N:14]=1)#[N:29] |f:3.4.5.6.7,8.9.10|. Procedure: The final product of STEP 4, EXAMPLE 13 (500 mg) was dissolved in DMF (10 ml) and water (1.0 ml) and was treated with tris(dibenzylideneacetone) dipalladium(0) (51 mg) and bis(diphenylphosphino)ferrocene (75 mg).The reaction mixture was heated to reflux and was allowed to reflux for 20 hours under nitrogen atmosphere. The mixture was cooled to room temperature and was filtered through celite under vacuum. The filtrate was concentrated. The residue was dissolved in ethyl acetate and was washed wi...